From a dataset of the Open Reaction Database (ORD), a public repository of structured organic reaction records. describe an organic reaction: reactants, conditions, products, and yield RXN SMILES: [Al+3:26].[Cl:1][c:2]1[cH:3][cH:4][c:5]2[cH:6][cH:7][c:8](-[c:12]3[cH:13][cH:14][c:15]4[c:16]([cH:17][c:18]([C:20](=[O:21])[O:22][CH3:23])[o:19]4)[cH:24]3)[n:9][c:10]2[cH:11]1.[ClH:31].[H-:25].[H-:28].[H-:29].[H-:30].[Li+:27].[O:32]1[CH2:33][CH2:34][CH2:35][CH2:36]1>>[Cl:1][c:2]1[cH:3][cH:4][c:5]2[cH:6][cH:7][c:8](-[c:12]3[cH:13][cH:14][c:15]4[c:16]([cH:17][c:18]([CH2:20][OH:21])[o:19]4)[cH:24]3)[n:9][c:10]2[cH:11]1. Reactants: [Al+3], COC(=O)c1cc2cc(-c3ccc4ccc(Cl)cc4n3)ccc2o1, Cl, [H-], [H-], [H-], [H-], [Li+], C1CCOC1. Yields the product OCc1cc2cc(-c3ccc4ccc(Cl)cc4n3)ccc2o1. Conditions: time 8 hour. Reagents/catalysts: [Pd].[O-]S(=O)(=O)[O-].[Ba+2] (Pd BaSO4). Reactants: pyroglutamyl, C(C1=CC=CC=C1)OC([C@@H](NC([C@@H](NC([C@@H](NC([C@@H](NC([C@@H](NC(=O)OC(C)(C)C)CCC(N)=O)=O)CCSC)=O)C)=O)C(C)C)=O)CCCCNC(=O)OCC1=CC=CC=C1)=O (t-Butyloxycarbonyl-L-glutaminyl-L-methionyl-L-alanyl-L-valyl-Nε -benzyloxycarbonyl-L-lysine benzyl ester), O (H2O), CCN(C(C)C)C(C)C (DIEA), [SH3+] (sulfonium). Reported procedure: A sample of the protected 5-peptide XXIII (0.50 g, 0.55 mmole) was dissolved in DMF (60 ml), H2O (6 ml), DIEA (6 ml) and 10% Pd/BaSO4 (0.10 g) were added and the mixture hydrogenated for 8 hr. On tlc a single spot (RfC, 0.45; RfL, 0.75) was observed. The black solution was filtered on a layer of Celite, the latter washed with DMF and the filtrates evaporated in vacuo to dryness. The residue was dissolved in TFA (20 ml) containing acetyl-DL-methionine n-butyl ester (1.0 g) and kept at room temper... Product: N1[C@@H](CCC1=O)C(=O)N[C@@H](CCSC)C(=O)N[C@@H](C)C(=O)N[C@@H](C(C)C)C(=O)N[C@@H](CCCCN)C(=O)O (L-Pyroglutamyl-L-methionyl-L-alanyl-L-valyl-L-lysine). Solvent: CN(C)C=O (DMF), CC(=O)O (AcOH). As a reaction SMILES: C([O:8][C:9](=[O:63])[C@H:10]([CH2:48][CH2:49][CH2:50][CH2:51][NH:52]C(OCC1C=CC=CC=1)=O)[NH:11][C:12](=[O:47])[C@H:13]([CH:44]([CH3:46])[CH3:45])[NH:14][C:15](=[O:43])[C@H:16]([CH3:42])[NH:17][C:18](=[O:41])[C@H:19]([CH2:37][CH2:38][S:39][CH3:40])[NH:20][C:21](=[O:36])[C@H:22]([CH2:31][CH2:32]C(=O)N)[NH:23][C:24]([O:26]C(C)(C)C)=O)C1C=CC=CC=1.O.CCN(C(C)C)C(C)C.[SH3+]>CN(C=O)C.CC(O)=O.[Pd].[O-]S([O-])(=O)=O.[Ba+2]>[NH:23]1[C:24](=[O:26])[CH2:32][CH2:31][C@H:22]1[C:21]([NH:20][C@H:19]([C:18]([NH:17][C@H:16]([C:15]([NH:14][C@H:13]([C:12]([NH:11][C@H:10]([C:9]([OH:8])=[O:63])[CH2:48][CH2:49][CH2:50][CH2:51][NH2:52])=[O:47])[CH:44]([CH3:45])[CH3:46])=[O:43])[CH3:42])=[O:41])[CH2:37][CH2:38][S:39][CH3:40])=[O:36] |f:6.7.8|.